Task: describe an organic reaction: reactants, conditions, products, and yield. Dataset: the Open Reaction Database (ORD), a public repository of structured organic reaction records Reactants: O=C(Cl)C(=O)Cl, CCOC(C)=O, NC1CC1, ClCCl, O=C(O)c1cc(C(F)(F)F)ccc1F, CN(C)C=O. Product: O=C(O)c1cc(C(F)(F)F)ccc1NC1CC1. Reaction SMILES: [C:15]([Cl:16])(=[O:17])[C:18]([Cl:19])=[O:20].[CH3:33][CH2:34][O:35][C:36](=[O:37])[CH3:38].[CH:26]1([NH2:29])[CH2:27][CH2:28]1.[Cl:30][CH2:31][Cl:32].[F:1][c:2]1[c:3]([C:4](=[O:5])[OH:6])[cH:7][c:8]([C:11]([F:12])([F:13])[F:14])[cH:9][cH:10]1.[O:21]=[CH:22][N:23]([CH3:24])[CH3:25]>>[c:2]1([NH:29][CH:26]2[CH2:27][CH2:28]2)[c:3]([C:4](=[O:5])[OH:6])[cH:7][c:8]([C:11]([F:12])([F:13])[F:14])[cH:9][cH:10]1.